Dataset: the Open Reaction Database (ORD), a public repository of structured organic reaction records. Task: describe an organic reaction: reactants, conditions, products, and yield Reaction SMILES: [ClH:33].[F:14][CH:15]([CH2:16][CH2:17][CH2:18][CH2:19][CH2:20][CH3:21])[C:22]([O-:23])=[O:24].[F:1][CH:2]([C:3](=[O:4])[O:5][CH2:6][CH3:7])[CH2:8][CH2:9][CH2:10][CH2:11][CH2:12][CH3:13].[Na+:31].[O-:25][P:26](=[O:27])([O-:28])[O-:29].[OH-:30].[OH-:32].[OH2:34]>>[F:1][CH:2]([C:3](=[O:4])[OH:5])[CH2:8][CH2:9][CH2:10][CH2:11][CH2:12][CH3:13]. Starting materials: Cl, CCCCCCC(F)C(=O)[O-], CCCCCCC(F)C(=O)OCC, [Na+], O=P([O-])([O-])[O-], [OH-], [OH-], O. The product is CCCCCCC(F)C(=O)O. The reactants are CC(C)(C)OC(=O)N1CCC(COS(C)(=O)=O)C1, COc1ccc2ccc(=O)[nH]c2c1. The product is COc1ccc2ccc(=O)n(CC3CCN(C(=O)OC(C)(C)C)C3)c2c1. As a reaction SMILES: [C:14]([CH3:15])([CH3:16])([CH3:17])[O:18][C:19](=[O:20])[N:21]1[CH2:22][CH:23]([CH2:26][O:27][S:28]([CH3:29])(=[O:30])=[O:31])[CH2:24][CH2:25]1.[CH3:1][O:2][c:3]1[cH:4][cH:5][c:6]2[cH:7][cH:8][c:9](=[O:13])[nH:10][c:11]2[cH:12]1>>[CH3:1][O:2][c:3]1[cH:4][cH:5][c:6]2[cH:7][cH:8][c:9](=[O:13])[n:10]([CH2:26][CH:23]3[CH2:22][N:21]([C:19]([O:18][C:14]([CH3:15])([CH3:16])[CH3:17])=[O:20])[CH2:25][CH2:24]3)[c:11]2[cH:12]1. Reactants: OCCCC(C)(C)NC(OC(C)(C)C)=O (tert-butyl 5-hydroxy-2-methylpentan-2-ylcarbamate), N1=CC=CC=C1 (pyridine), CS(=O)(=O)Cl (methanesulfonyl chloride), O (water). Run at time 1 hour. Yields the product COCSCCCC(C)(C)NC(OC(C)(C)C)=O (tert-butyl 5-(methoxymethylthio)-2-methylpentan-2-ylcarbamate). As a reaction SMILES: O[CH2:2][CH2:3][CH2:4][C:5]([NH:8][C:9](=[O:15])[O:10][C:11]([CH3:14])([CH3:13])[CH3:12])([CH3:7])[CH3:6].[CH3:16][S:17](Cl)(=O)=O.[OH2:21].N1C=CC=C[CH:23]=1>>[CH3:23][O:21][CH2:16][S:17][CH2:2][CH2:3][CH2:4][C:5]([NH:8][C:9](=[O:15])[O:10][C:11]([CH3:14])([CH3:13])[CH3:12])([CH3:7])[CH3:6]. Reported procedure: The tert-butyl 5-hydroxy-2-methylpentan-2-ylcarbamate (743 mg) obtained in Reference Example 239 was dissolved in pyridine (10 mL). To the solution, methanesulfonyl chloride (320 μL) was added, and the mixture was stirred at room temperature for 1 hour. To the reaction mixture, water (20 mL) was added, and the resultant mixture was then extracted with ethyl acetate (20 mL×4). The organic layer was dried over anhydrous sodium sulfate and then concentrated under reduced pressure. The residue was c... The reactants are ClCCl, COc1ccc(CC=CO)cc1OC1CCCC1. The product is COc1ccc(C=CC=O)cc1OC1CCCC1. RXN SMILES: [CH2:19]([Cl:20])[Cl:21].[CH:1]1([O:6][c:7]2[cH:8][c:9]([CH2:15][CH:16]=[CH:17][OH:18])[cH:10][cH:11][c:12]2[O:13][CH3:14])[CH2:2][CH2:3][CH2:4][CH2:5]1>>[CH:1]1([O:6][c:7]2[cH:8][c:9]([CH:15]=[CH:16][CH:17]=[O:18])[cH:10][cH:11][c:12]2[O:13][CH3:14])[CH2:2][CH2:3][CH2:4][CH2:5]1. Starting materials: NC1=C(C(=O)N)C=CC(=C1C)OC (2-amino-4-methoxy-3-methyl benzamide), acid chloride, C(C1=CC=CC=C1)(=O)N (benzamide), Cl.C(C1=CN=CC=C1)Cl (nicotinyl chloride hydrochloride). Product: COC1=CC=C2C(=NC(=NC2=C1C)C=1C=NC=CC1)O (7-Methoxy-8-methyl-2-pyridin-3-yl-quinazolin-4-ol). Yield: 92.0%. Reaction SMILES: [NH2:1][C:2]1[C:10]([CH3:11])=[C:9]([O:12][CH3:13])[CH:8]=[CH:7][C:3]=1[C:4]([NH2:6])=[O:5].[C:14]([NH2:22])(=O)[C:15]1[CH:20]=[CH:19][CH:18]=C[CH:16]=1.Cl.C(Cl)C1C=CC=NC=1>>[CH3:13][O:12][C:9]1[C:10]([CH3:11])=[C:2]2[C:3]([C:4]([OH:5])=[N:6][C:16]([C:15]3[CH:14]=[N:22][CH:18]=[CH:19][CH:20]=3)=[N:1]2)=[CH:7][CH:8]=1 |f:2.3|. Procedure details: The general procedure described in Example 10 was followed using 2-amino-4-methoxy-3-methyl benzamide as benzamide derivative and nicotinyl chloride hydrochloride as acid chloride, which gave the title compound (2.5 g, 92%), [M+H]=268. Reactants: Cc1nc(OCC(=O)N(C)C2CCNCC2)nc(C)c1NC(=O)OC(C)(C)C, CCOc1ccc(Br)cc1. The product is CCOc1ccc(N2CCC(N(C)C(=O)COc3nc(C)c(NC(=O)OC(C)(C)C)c(C)n3)CC2)cc1. RXN SMILES: [CH3:1][c:2]1[n:3][c:4]([O:17][CH2:18][C:19](=[O:20])[N:21]([CH:22]2[CH2:23][CH2:24][NH:25][CH2:26][CH2:27]2)[CH3:28])[n:5][c:6]([CH3:16])[c:7]1[NH:8][C:9]([O:10][C:11]([CH3:12])([CH3:13])[CH3:14])=[O:15].[c:29]1([Br:38])[cH:30][cH:31][c:32]([O:35][CH2:36][CH3:37])[cH:33][cH:34]1>>[CH3:1][c:2]1[n:3][c:4]([O:17][CH2:18][C:19](=[O:20])[N:21]([CH:22]2[CH2:23][CH2:24][N:25]([c:29]3[cH:30][cH:31][c:32]([O:35][CH2:36][CH3:37])[cH:33][cH:34]3)[CH2:26][CH2:27]2)[CH3:28])[n:5][c:6]([CH3:16])[c:7]1[NH:8][C:9]([O:10][C:11]([CH3:12])([CH3:13])[CH3:14])=[O:15]. The reactants are solution, B(Br)(Br)Br (BBr3), C(C)C1(CNCCCC1)C1=CC(=CC=C1)OC (3-ethyl-3-(3-methoxy-phenyl)-azepane). Solvent: C(Cl)Cl (CH2Cl2), C(Cl)Cl (CH2Cl2). Reaction conditions: time 20 hour. Product: C(C)C1(CNCCCC1)C=1C=C(C=CC1)O (3-(3-ethyl-azepan-3-yl)-phenol). RXN SMILES: B(Br)(Br)Br.[CH2:5]([C:7]1([C:14]2[CH:19]=[CH:18][CH:17]=[C:16]([O:20]C)[CH:15]=2)[CH2:13][CH2:12][CH2:11][CH2:10][NH:9][CH2:8]1)[CH3:6]>C(Cl)Cl>[CH2:5]([C:7]1([C:14]2[CH:15]=[C:16]([OH:20])[CH:17]=[CH:18][CH:19]=2)[CH2:13][CH2:12][CH2:11][CH2:10][NH:9][CH2:8]1)[CH3:6]. Reported procedure: A 1M solution of BBr3(2.56 mL, 2.56 mmol) in CH2Cl2 was added to 3-ethyl-3-(3-methoxy-phenyl)-azepane (as described in Step I above) (0.300 g, 0.1.28 mmol) dissolved in anhydrous CH2Cl2 (10 mL) at −78° C. After 20 h of stirring at room temperature, the reaction was quenched with sat. NaHCO3 solution, extracted with CH2Cl2 (3×), dried (MgSO4) and concentrated to give the title compound. Reactants: IC1=C(C(=O)O)C=C(C=C1)Br (2-iodo-5-bromobenzoic acid), CSC (DMS). Run in C1CCOC1 (THF). Conditions: temperature 65 celsius. The product is IC1=C(CO)C=C(C=C1)Br (2-iodo-5-bromobenzyl alcohol). Yield: 96.1%. Reaction SMILES: [I:1][C:2]1[CH:10]=[CH:9][C:8]([Br:11])=[CH:7][C:3]=1[C:4](O)=[O:5].CSC>C1COCC1>[I:1][C:2]1[CH:10]=[CH:9][C:8]([Br:11])=[CH:7][C:3]=1[CH2:4][OH:5]. Procedure details: To a stirred mixture of acid 2-iodo-5-bromobenzoic acid (15.0 g, 45.9 mmol) in dry THF (100 mL) under argon was added neat BH3.DMS (16.0 mL, 169 mmol) dropwise over 20 minutes. The resulting mixture was heated at 65° C. for 8 hours, cooled to room temperature and quenched by the dropwise addition of water (40 mL). The reaction mixture was concentrated in vacuo. The crude alcohol was diluted with of EtOAc (300 mL), washed with 1N NaOH (2×30 mL), 1N HCl (1×30 mL), saturated aqueous NaHCO3 solution... Reactants: COC(C)(C)C, Cc1ccccc1, Nc1ccccc1-c1ccc(C(F)(F)F)cc1, Cn1cc(C(=O)Cl)c(C(F)F)n1, c1ccncc1. The product is Cn1cc(C(=O)Nc2ccccc2-c2ccc(C(F)(F)F)cc2)c(C(F)F)n1. As a reaction SMILES: [CH3:36][O:37][C:38]([CH3:39])([CH3:40])[CH3:41].[CH3:42][c:43]1[cH:44][cH:45][cH:46][cH:47][cH:48]1.[F:13][C:14]([c:15]1[cH:16][cH:17][c:18](-[c:21]2[c:22]([NH2:27])[cH:23][cH:24][cH:25][cH:26]2)[cH:19][cH:20]1)([F:28])[F:29].[F:1][CH:2]([c:3]1[n:4][n:5]([CH3:11])[cH:6][c:7]1[C:8](=[O:9])[Cl:10])[F:12].[cH:30]1[cH:31][cH:32][n:33][cH:34][cH:35]1>>[F:1][CH:2]([c:3]1[n:4][n:5]([CH3:11])[cH:6][c:7]1[C:8](=[O:9])[NH:27][c:22]1[c:21](-[c:18]2[cH:17][cH:16][c:15]([C:14]([F:13])([F:28])[F:29])[cH:20][cH:19]2)[cH:26][cH:25][cH:24][cH:23]1)[F:12].